From a dataset of the Open Reaction Database (ORD), a public repository of structured organic reaction records. describe an organic reaction: reactants, conditions, products, and yield Reactants: O=C1CCC(=O)N1Br, O=C(OOC(=O)c1ccccc1)c1ccccc1, ClC(Cl)(Cl)Cl, CCc1ccnn2c(C)nnc12, O. Yields the product Cc1nnc2c(C(C)Br)ccnn12. Reaction SMILES: [Br:13][N:14]1[C:15](=[O:16])[CH2:17][CH2:18][C:19]1=[O:20].[C:21]([O:22][O:23][C:24](=[O:25])[c:26]1[cH:27][cH:28][cH:29][cH:30][cH:31]1)(=[O:32])[c:33]1[cH:34][cH:35][cH:36][cH:37][cH:38]1.[C:40]([Cl:41])([Cl:42])([Cl:43])[Cl:44].[CH3:1][c:2]1[n:3][n:4][c:5]2[n:6]1[n:7][cH:8][cH:9][c:10]2[CH2:11][CH3:12].[OH2:39]>>[CH3:1][c:2]1[n:3][n:4][c:5]2[n:6]1[n:7][cH:8][cH:9][c:10]2[CH:11]([CH3:12])[Br:13].